The task is: describe an organic reaction: reactants, conditions, products, and yield. This data is from the Open Reaction Database (ORD), a public repository of structured organic reaction records. Starting materials: [N+](=O)([O-])C=1C=C(CNC(=O)C=2NC3=CC=C(C=C3C2S(=O)(=O)C2=CC=CC=C2)Cl)C=CC1 (N-(3-nitrobenzyl) 3-phenylsulfonyl-5-chloroindole-2-carboxamide), [H][H] (hydrogen). The reagents and catalysts are [Pt]=O (platinum oxide). The solvent is O1CCCC1 (tetrahydrofuran), CO (methanol). Product: NC=1C=C(CNC(=O)C=2NC3=CC=C(C=C3C2S(=O)(=O)C2=CC=CC=C2)Cl)C=CC1 (N-(3-aminobenzyl)-3-phenylsulfonyl-5-chloroindole-2-carboxamide). As a reaction SMILES: [N+:1]([C:4]1[CH:5]=[C:6]([CH:30]=[CH:31][CH:32]=1)[CH2:7][NH:8][C:9]([C:11]1[NH:12][C:13]2[C:18]([C:19]=1[S:20]([C:23]1[CH:28]=[CH:27][CH:26]=[CH:25][CH:24]=1)(=[O:22])=[O:21])=[CH:17][C:16]([Cl:29])=[CH:15][CH:14]=2)=[O:10])([O-])=O.[H][H]>O1CCCC1.CO.[Pt]=O>[NH2:1][C:4]1[CH:5]=[C:6]([CH:30]=[CH:31][CH:32]=1)[CH2:7][NH:8][C:9]([C:11]1[NH:12][C:13]2[C:18]([C:19]=1[S:20]([C:23]1[CH:28]=[CH:27][CH:26]=[CH:25][CH:24]=1)(=[O:21])=[O:22])=[CH:17][C:16]([Cl:29])=[CH:15][CH:14]=2)=[O:10]. Procedure details: A solution of N-(3-nitrobenzyl) 3-phenylsulfonyl-5-chloroindole-2-carboxamide (353 mg, 0.75 mmol) in tetrahydrofuran (25 mL) and methanol (10 mL) containing platinum oxide (70 mg) was hydrogenated with an atmospheric pressure of hydrogen for 3 hours. The degassed solution was filtered to remove catalyst and the solvents evaporated. The residue was triturated with diethyl ether to give the product. Crystallization from acetonitrile gave analytically pure product, mp 247°-249° C. Starting materials: CCCP1(=O)OP(=O)(CCC)OP(=O)(CCC)O1, CN1CCOCC1, COC(=O)C(C)N, CC(=O)NC(Cc1ccccc1)C(=O)O, ClCCl, Cl. Product: COC(=O)C(C)NC(=O)C(Cc1ccccc1)NC(C)=O. As a reaction SMILES: [CH2:31]([P:32]1(=[O:33])[O:34][P:35](=[O:36])([CH2:37][CH2:38][CH3:39])[O:40][P:41](=[O:42])([CH2:43][CH2:44][CH3:45])[O:46]1)[CH2:47][CH3:48].[CH3:24][N:25]1[CH2:26][CH2:27][O:28][CH2:29][CH2:30]1.[CH3:2][O:3][C:4]([CH:5]([NH2:6])[CH3:7])=[O:8].[CH3:9][C:10](=[O:11])[NH:12][CH:13]([CH2:14][c:15]1[cH:16][cH:17][cH:18][cH:19][cH:20]1)[C:21]([OH:22])=[O:23].[Cl:49][CH2:50][Cl:51].[ClH:1]>>[CH3:2][O:3][C:4]([CH:5]([NH:6][C:21]([CH:13]([NH:12][C:10]([CH3:9])=[O:11])[CH2:14][c:15]1[cH:16][cH:17][cH:18][cH:19][cH:20]1)=[O:22])[CH3:7])=[O:8]. Reactants: Oc1n[nH]c2ncc(Br)cc12, CCOC(C)=O, CS(C)=O, COc1ccc(CCl)cc1, [Na+], [OH-]. Product: COc1ccc(Cn2nc(O)c3cc(Br)cnc32)cc1. As a reaction SMILES: [Br:1][c:2]1[cH:3][c:4]2[c:5]([n:6][cH:7]1)[nH:8][n:9][c:10]2[OH:11].[CH3:24][CH2:25][O:26][C:27]([CH3:28])=[O:29].[CH3:30][S:31]([CH3:32])=[O:33].[Cl:12][CH2:13][c:14]1[cH:15][cH:16][c:17]([O:20][CH3:21])[cH:18][cH:19]1.[Na+:23].[OH-:22]>>[Br:1][c:2]1[cH:3][c:4]2[c:5]([n:6][cH:7]1)[n:8]([CH2:13][c:14]1[cH:15][cH:16][c:17]([O:20][CH3:21])[cH:18][cH:19]1)[n:9][c:10]2[OH:11]. Reactants: COC(=O)C=1N(N=NC1COC12CC3CC(CC(C1)C3)C2)C2CCCCCC2 (5-(Adamantan-1-yloxymethyl)-3-cycloheptyl-3H-[1,2,3]triazole-4-carboxylic acid methyl ester), COC(C1=CC(=CC=C1)NC(=O)C1=NN(N=C1COC1=CC=CC=C1)C1=C(C=CC=C1Cl)Cl)=O (3-{[2-(2,6-Dichloro-phenyl)-5-phenoxymethyl-2H-[1,2,3]triazole-4-carbonyl]-amino}-benzoic acid methyl ester), methyl ester. The product is C12(CC3CC(CC(C1)C3)C2)OCC2=C(N(N=N2)C2CCCCCC2)C(=O)NC=2C=C(C(=O)O)C=CC2 (3-{[5-(adamantan-1-yloxymethyl)-3-cycloheptyl-3H-[1,2,3]triazole-4-carbonyl]-amino}-benzoic acid). RXN SMILES: CO[C:3]([C:5]1[N:6]([CH:22]2[CH2:28][CH2:27][CH2:26][CH2:25][CH2:24][CH2:23]2)[N:7]=[N:8][C:9]=1[CH2:10][O:11][C:12]12[CH2:21][CH:16]3[CH2:17][CH:18]([CH2:20][CH:14]([CH2:15]3)[CH2:13]1)[CH2:19]2)=[O:4].C[O:30][C:31](=[O:62])[C:32]1[CH:37]=[CH:36][CH:35]=[C:34]([NH:38]C(C2C(COC3C=CC=CC=3)=NN(C3C(Cl)=CC=CC=3Cl)N=2)=O)[CH:33]=1>>[C:12]12([O:11][CH2:10][C:9]3[N:8]=[N:7][N:6]([CH:22]4[CH2:23][CH2:24][CH2:25][CH2:26][CH2:27][CH2:28]4)[C:5]=3[C:3]([NH:38][C:34]3[CH:33]=[C:32]([CH:37]=[CH:36][CH:35]=3)[C:31]([OH:62])=[O:30])=[O:4])[CH2:19][CH:18]3[CH2:20][CH:14]([CH2:15][CH:16]([CH2:17]3)[CH2:21]1)[CH2:13]2. Procedure details: 5-(Adamantan-1-yloxymethyl)-3-cycloheptyl-3H-[1,2,3]triazole-4-carboxylic acid methyl ester was converted to the corresponding acid (as in Example 28, step c) which was then coupled to methyl 3-aminobenzoate (as in Example 28, step d). Hydrolysis of the methyl ester (as in Example 28, step e) resulted in the preparation of 3-{[5-(adamantan-1-yloxymethyl)-3-cycloheptyl-3H-[1,2,3]triazole-4-carbonyl]-amino}-benzoic acid. 1H NMR (d6-DMSO) 13.02 (1H, s), 10.64 (1H, s), 8.29 (1H, s), 7.89 (1H, d, J=9... Reactants: CCCC(N)C(=O)Nc1cn(C(C)(C)CCNCc2ccccn2)cn1, O=C1CCc2cc(F)cc(F)c2C1. Product: CCCC(NC1CCc2cc(F)cc(F)c2C1)C(=O)Nc1cn(C(C)(C)CCNCc2ccccn2)cn1. Reaction SMILES: [CH3:1][C:2]([CH2:3][CH2:4][NH:5][CH2:6][c:7]1[n:8][cH:9][cH:10][cH:11][cH:12]1)([CH3:13])[n:14]1[cH:15][n:16][c:17]([NH:19][C:20]([CH:21]([CH2:22][CH2:23][CH3:24])[NH2:25])=[O:26])[cH:18]1.[F:27][c:28]1[cH:29][c:30]2[c:35]([c:36]([F:38])[cH:37]1)[CH2:34][C:33](=[O:39])[CH2:32][CH2:31]2>>[CH3:1][C:2]([CH2:3][CH2:4][NH:5][CH2:6][c:7]1[n:8][cH:9][cH:10][cH:11][cH:12]1)([CH3:13])[n:14]1[cH:15][n:16][c:17]([NH:19][C:20]([CH:21]([CH2:22][CH2:23][CH3:24])[NH:25][CH:33]2[CH2:32][CH2:31][c:30]3[cH:29][c:28]([F:27])[cH:37][c:36]([F:38])[c:35]3[CH2:34]2)=[O:26])[cH:18]1. Starting materials: NC(C1=CC2=C(NC(=N2)NC(OC)=O)C=C1)C1=CC=CC=C1 (Methyl (±)-[5-(aminophenylmethyl)-1H-benzimidazol-2-yl]carbamate), Cl (HCl), hydrochloride salt. The solvent is O (water). Yields the product Cl.Cl.NC(C1=CC2=C(NC(=N2)NC(OC)=O)C=C1)C1=CC=CC=C1 (Methyl (±)-[5-[Amino (Phenyl)Methyl]-1H-Benzimidazol-2-yl]Carbamate Dihydrochloride Salt). RXN SMILES: [NH2:1][CH:2]([C:17]1[CH:22]=[CH:21][CH:20]=[CH:19][CH:18]=1)[C:3]1[CH:16]=[CH:15][C:6]2[NH:7][C:8]([NH:10][C:11](=[O:14])[O:12][CH3:13])=[N:9][C:5]=2[CH:4]=1.[ClH:23]>O>[ClH:23].[ClH:23].[NH2:1][CH:2]([C:17]1[CH:22]=[CH:21][CH:20]=[CH:19][CH:18]=1)[C:3]1[CH:16]=[CH:15][C:6]2[NH:7][C:8]([NH:10][C:11](=[O:14])[O:12][CH3:13])=[N:9][C:5]=2[CH:4]=1 |f:3.4.5|. Procedure details: Methyl (±)-[5-(aminophenylmethyl)-1H-benzimidazol-2-yl]carbamate (1 g) was suspended in water (5 mL). To this mixture was added aqueous HCl (12N) with stirring to adjust the pH to ph ~2. As stirring was continued the hydrochloride salt precipitated from the solution. The mixture was cooled in an ice bath and the title product as a precipitate was collected by filtration, m.p.>300° C. Yield: 1.05 g (ca. 85%). Starting materials: CC(C)(C)OC(=O)NC1CCN(CC2=CCCCC2)CC1, CO, Cl, [Na+], [OH-]. Product: NC1CCN(CC2=CCCCC2)CC1. As a reaction SMILES: [C:1]1([CH2:7][N:8]2[CH2:9][CH2:10][CH:11]([NH:14][C:15](=[O:16])[O:17][C:18]([CH3:19])([CH3:20])[CH3:21])[CH2:12][CH2:13]2)=[CH:2][CH2:3][CH2:4][CH2:5][CH2:6]1.[CH3:25][OH:26].[ClH:22].[Na+:24].[OH-:23]>>[C:1]1([CH2:7][N:8]2[CH2:9][CH2:10][CH:11]([NH2:14])[CH2:12][CH2:13]2)=[CH:2][CH2:3][CH2:4][CH2:5][CH2:6]1.